Dataset: the Open Reaction Database (ORD), a public repository of structured organic reaction records. Task: describe an organic reaction: reactants, conditions, products, and yield Reactants: C(N)(=O)C1=CC=C(C=C1)NC1=NC=C(C(=N1)N1CCC(CC1)CNC(OC(C)(C)C)=O)F (tert-butyl (1-(2-(4-carbamoylphenylamino)-5-fluoropyrimidin-4-yl)piperidin-4-yl)methylcarbamate). The solvent is C(=O)(C(F)(F)F)O (TFA). Product: NCC1CCN(CC1)C1=NC(=NC=C1F)NC1=CC=C(C(=O)N)C=C1 (4-(4-(4-(aminomethyl)piperidin-1-yl)-5-fluoropyrimidin-2-ylamino)benzamide). Yield: 63.1%. As a reaction SMILES: [C:1]([C:4]1[CH:9]=[CH:8][C:7]([NH:10][C:11]2[N:16]=[C:15]([N:17]3[CH2:22][CH2:21][CH:20]([CH2:23][NH:24]C(=O)OC(C)(C)C)[CH2:19][CH2:18]3)[C:14]([F:32])=[CH:13][N:12]=2)=[CH:6][CH:5]=1)(=[O:3])[NH2:2]>C(O)(C(F)(F)F)=O>[NH2:24][CH2:23][CH:20]1[CH2:21][CH2:22][N:17]([C:15]2[C:14]([F:32])=[CH:13][N:12]=[C:11]([NH:10][C:7]3[CH:6]=[CH:5][C:4]([C:1]([NH2:2])=[O:3])=[CH:9][CH:8]=3)[N:16]=2)[CH2:18][CH2:19]1. Procedure: A solution of tert-butyl (1-(2-(4-carbamoylphenylamino)-5-fluoropyrimidin-4-yl)piperidin-4-yl)methylcarbamate (10 mg, 0.023 mmol) in TFA (2 mL) was stirred at room temperature for 60 min. TFA was removed in vacuo. The residue was purified by HPLC to give 4-(4-(4-(aminomethyl)piperidin-1-yl)-5-fluoropyrimidin-2-ylamino)benzamide (5 mg) MS 345.3 (M+H); UV 210.0, 281.8 nm. The reactants are BrC1=C(C=CC=C1)CCO (2-(2-bromophenyl)ethanol), C(C=O)(=O)O (glyoxylic acid). Run in trifluoacetic acid. Yields the product BrC1=C2CCOC(C2=CC=C1)C(=O)O (5-bromo-3,4-dihydro-1H-isochromene-1-carboxylic acid). Reaction SMILES: [Br:1][C:2]1[CH:7]=[CH:6][CH:5]=[CH:4][C:3]=1[CH2:8][CH2:9][OH:10].[C:11]([OH:15])(=[O:14])[CH:12]=O>>[Br:1][C:2]1[CH:7]=[CH:6][CH:5]=[C:4]2[C:3]=1[CH2:8][CH2:9][O:10][CH:12]2[C:11]([OH:15])=[O:14]. Reported procedure: A solution of 2-(2-bromophenyl)ethanol (40 g, 0.2 mol) and glyoxylic acid (16 g, 0.22 mol) in 100 mL of trifluoacetic acid was refluxed overnight. The solvent was concentrated. Water and ammonium hydroxide was added to the residue to adjust the pH of the solution over 7. The solution was extracted with diethyl ether, and the aqueous layer was adjusted to about 3 with 1M HCl, and then the solution was extracted with ethyl acetate. The organic layer was dried and evaporated. The residue was withou...